Dataset: the Open Reaction Database (ORD), a public repository of structured organic reaction records. Task: describe an organic reaction: reactants, conditions, products, and yield Starting materials: CC(C)CCCC(C)C1CCC2C3=C(CCC21C)C1(C)CCC(=O)C(C)(C)C1=CC3, C1CCOC1. Yields the product CC(C)CCCC(C)C1CCC2C3=C(CCC21C)C1(C)CCC(O)C(C)(C)C1=CC3. As a reaction SMILES: [CH3:1][C:2]1([CH3:30])[C:3]2=[CH:4][CH2:5][C:6]3=[C:22]([CH2:21][CH2:20][C:19]4([CH3:29])[CH:7]3[CH2:8][CH2:9][CH:10]4[CH:11]([CH2:12][CH2:13][CH2:14][CH:15]([CH3:16])[CH3:17])[CH3:18])[C:23]2([CH3:28])[CH2:24][CH2:25][C:26]1=[O:27].[O:31]1[CH2:32][CH2:33][CH2:34][CH2:35]1>>[CH3:1][C:2]1([CH3:30])[C:3]2=[CH:4][CH2:5][C:6]3=[C:22]([CH2:21][CH2:20][C:19]4([CH3:29])[CH:7]3[CH2:8][CH2:9][CH:10]4[CH:11]([CH2:12][CH2:13][CH2:14][CH:15]([CH3:16])[CH3:17])[CH3:18])[C:23]2([CH3:28])[CH2:24][CH2:25][CH:26]1[OH:27]. Reported procedure: Methylmagnesium iodide in ether (1.51 mL of 3.0M) was added slowly to an ice bath cooled suspension of 7,8,9,10-tetrahydroacephenanthren-7-one (Scott, L. T.; Reinhardt, G.; Roelofs, N. H. J. Org. Chem. 1985, 50, 5886) (0.25 g, 1.13 mmol) in ether (10 mL). The bath was removed and the reaction mixture was allowed to warm to room temperature over 1.5 h. The reaction mixture was again cooled to 0° C. and quenched with saturated aqueous ammonium chloride solution. The reaction mixture was concentrat... The yield is 62.0%. Reaction SMILES: [CH3:1][Mg]I.[CH:4]1[C:18]2=[C:19]3[C:10](=[CH:11][C:12]4[C:13](=[O:20])[CH2:14][CH2:15][CH2:16][C:17]=42)[CH2:9][CH2:8][C:7]3=[CH:6][CH:5]=1>CCOCC>[OH:20][C:13]1([CH3:1])[CH2:14][CH2:15][CH2:16][C:17]2[C:18]3=[C:19]4[C:10]([CH2:9][CH2:8][C:7]4=[CH:6][CH:5]=[CH:4]3)=[CH:11][C:12]1=2. Run in CCOCC (ether), CCOCC (ether). Starting materials: C[Mg]I (Methylmagnesium iodide), C1=CC=C2CCC3=CC=4C(CCCC4C1=C23)=O (7,8,9,10-tetrahydroacephenanthren-7-one). Product: OC1(C=2C=C3CCC4=CC=CC(C2CCC1)=C43)C (7-Hydroxy-7-methyl-7,8,9,10-tetrahydroacephenanthrene). Procedure: A mixture of 1-[1,1-dimethylethoxycarbonyl]-4-[3-amino-2-pyridinyl]piperazine (International Publication 88/08424, 2.78 g), 2-bromopropene (1.87 g), anhydrous potassium carbonate (3.3 g) and acetonitrile (100 ml) is refluxed for 36 hr. The mixture is cooled and then diluted with dichloromethane and aqueous potassium carbonate solution. The phases are separated and the organic phase is washed with saline and than concentrated in vacuo. Purification by flash column chromatography (2% methanol/chlo... RXN SMILES: [CH3:1][C:2]([CH3:20])([O:4][C:5]([N:7]1[CH2:12][CH2:11][N:10]([C:13]2[C:18]([NH2:19])=[CH:17][CH:16]=[CH:15][N:14]=2)[CH2:9][CH2:8]1)=[O:6])[CH3:3].Br[C:22]([CH3:24])=[CH2:23].C(#N)C>ClCCl.C(=O)([O-])[O-].[K+].[K+]>[CH3:3][C:2]([CH3:20])([O:4][C:5]([N:7]1[CH2:8][CH2:9][N:10]([C:13]2[C:18]([NH:19][CH2:24][CH:22]=[CH2:23])=[CH:17][CH:16]=[CH:15][N:14]=2)[CH2:11][CH2:12]1)=[O:6])[CH3:1] |f:4.5.6|. Product: CC(C)(OC(=O)N1CCN(CC1)C1=NC=CC=C1NCC=C)C (1-[1,1-Dimethylethoxycarbonyl]-4-[3-(2-propenylamino)-2-pyridinyl]piperazine). The solvent is ClCCl (dichloromethane), C([O-])([O-])=O.[K+].[K+] (potassium carbonate), C([O-])([O-])=O.[K+].[K+] (potassium carbonate). Reactants: CC(C)(OC(=O)N1CCN(CC1)C1=NC=CC=C1N)C (1-[1,1-dimethylethoxycarbonyl]-4-[3-amino-2-pyridinyl]piperazine), BrC(=C)C (2-bromopropene), C(C)#N (acetonitrile).